Task: describe an organic reaction: reactants, conditions, products, and yield. Dataset: the Open Reaction Database (ORD), a public repository of structured organic reaction records Starting materials: C1CCOC1, Cl, [H][H], [Na+], [OH-], CC1(C)C(=O)Nc2ccccc2C1n1ccnc1. Yields the product CC1(C)CNc2ccccc2C1n1ccnc1. Reaction SMILES: [CH2:24]1[O:25][CH2:26][CH2:27][CH2:28]1.[ClH:19].[H:20][H:21].[Na+:23].[OH-:22].[n:1]1([CH:6]2[C:7]([CH3:17])([CH3:18])[C:8](=[O:16])[NH:9][c:10]3[cH:11][cH:12][cH:13][cH:14][c:15]32)[cH:2][n:3][cH:4][cH:5]1>>[n:1]1([CH:6]2[C:7]([CH3:17])([CH3:18])[CH2:8][NH:9][c:10]3[cH:11][cH:12][cH:13][cH:14][c:15]32)[cH:2][n:3][cH:4][cH:5]1. Reactants: BrCC1=NSN=C1 (3-bromomethyl-1,2,5-thiadiazole), S1N=C(C=N1)CSCCS (2-((1,2,5-thiadiazol-3-yl)methylthio)ethane thiol), C(#N)NC(SC)=NC (N-cyano-N',S-dimethylisothiourea). Yields the product S1N=C(C=N1)CSCCSC(NC#N)=NC (S-[2-((1,2,5-Thiadiazol-3-yl)methylthio)ethyl]-N-cyano-N'-methylisothiourea). Reaction SMILES: BrCC1C=NSN=1.[S:8]1[N:12]=[CH:11][C:10]([CH2:13][S:14][CH2:15][CH2:16][SH:17])=[N:9]1.[C:18]([NH:20][C:21](=[N:24][CH3:25])SC)#[N:19]>>[S:8]1[N:12]=[CH:11][C:10]([CH2:13][S:14][CH2:15][CH2:16][S:17][C:21](=[N:24][CH3:25])[NH:20][C:18]#[N:19])=[N:9]1. Procedure: Conversion of 3-bromomethyl-1,2,5-thiadiazole into 2-((1,2,5-thiadiazol-3-yl)methylthio)ethane thiol by the procedure of Example 1 and treatment of this product with N-cyano-N',S-dimethylisothiourea according to the procedure of Example 2 leads to the production of the title compound. Starting materials: BrCOC (bromomethoxymethane), BrC1=C(C=C(C=C1)Cl)F (1-bromo-4-chloro-2-fluorobenzene), [Li+].CC(C)[N-]C(C)C (LDA). The solvent is C1CCOC1 (THF), C1CCOC1 (THF), C1CCOC1 (THF). Run at temperature -20 celsius. Yields the product BrC1=C(C(=C(C=C1)Cl)COC)F (1-bromo-4-chloro-2-fluoro-3-methoxymethylbenzene). Isolated yield 71.0%. Reaction SMILES: [Br:1][C:2]1[CH:7]=[CH:6][C:5]([Cl:8])=[CH:4][C:3]=1[F:9].[Li+].CC([N-]C(C)C)C.Br[CH2:19][O:20][CH3:21]>C1COCC1>[Br:1][C:2]1[CH:7]=[CH:6][C:5]([Cl:8])=[C:4]([CH2:19][O:20][CH3:21])[C:3]=1[F:9] |f:1.2|. Procedure: A solution of 1-bromo-4-chloro-2-fluorobenzene (20.4 g, 0.100 mol) in THF (50 mL) was slowly added to LDA (0.125 mol) in THF (600 mL) at −50° C. After addition the solution was warmed to −20° C. and then cooled to −50° C. a solution of bromomethoxymethane (25 g, 0.200 mol) in THF (25 mL) was slowly added and the reaction mixture was warmed to ambient temperature. The reaction was quenched with water (400 mL) and extracted with diethyl ether (2×150 mL). The combined organic phases were dried (sod... Reactants: CC(=O)O[BH-](OC(C)=O)OC(C)=O, O=C([O-])O, CC(=O)O, ClC(Cl)Cl, N#Cc1ccc2ncc(=O)n(CCN3CCC(N)CC3)c2c1, [Na+], [Na+], O=Cc1cc2c(cn1)OCCO2. Product: N#Cc1ccc2ncc(=O)n(CCN3CCC(NCc4cc5c(cn4)OCCO5)CC3)c2c1. Reaction SMILES: [C:35]([O:36][BH-:37]([O:38][C:39](=[O:40])[CH3:41])[O:42][C:43](=[O:44])[CH3:45])(=[O:46])[CH3:47].[C:49](=[O:50])([O-:51])[OH:52].[CH3:54][C:55](=[O:56])[OH:57].[CH:58]([Cl:59])([Cl:60])[Cl:61].[NH2:1][CH:2]1[CH2:3][CH2:4][N:5]([CH2:8][CH2:9][n:10]2[c:11](=[O:22])[cH:12][n:13][c:14]3[cH:15][cH:16][c:17]([C:20]#[N:21])[cH:18][c:19]23)[CH2:6][CH2:7]1.[Na+:48].[Na+:53].[O:23]1[CH2:24][CH2:25][O:26][c:27]2[cH:28][n:29][c:30]([CH:33]=[O:34])[cH:31][c:32]21>>[NH:1]([CH:2]1[CH2:3][CH2:4][N:5]([CH2:8][CH2:9][n:10]2[c:11](=[O:22])[cH:12][n:13][c:14]3[cH:15][cH:16][c:17]([C:20]#[N:21])[cH:18][c:19]23)[CH2:6][CH2:7]1)[CH2:33][c:30]1[n:29][cH:28][c:27]2[c:32]([cH:31]1)[O:23][CH2:24][CH2:25][O:26]2. Reaction SMILES: Cl[C:2]1[C:7]([C:8]#[N:9])=[CH:6][C:5]([C:10]2[CH:15]=[CH:14][N+:13]([O-:16])=[CH:12][CH:11]=2)=[CH:4][N:3]=1.[NH2:17][CH2:18][CH2:19][CH2:20][OH:21]>>[OH2:16].[C:8]([C:7]1[C:2]([NH:17][CH2:18][CH2:19][CH2:20][OH:21])=[N:3][CH:4]=[C:5]([C:10]2[CH:15]=[CH:14][N+:13]([O-:16])=[CH:12][CH:11]=2)[CH:6]=1)#[N:9] |f:2.3|. Yields the product O.C(#N)C=1C(=NC=C(C1)C1=CC=[N+](C=C1)[O-])NCCCO (3-Cyano-2-(3-hydroxy-propylamino)-5,4'-bipyridine-1'-oxide hydrate). Starting materials: ClC1=NC=C(C=C1C#N)C1=CC=[N+](C=C1)[O-] (2-chloro-3-cyano-5,4'-bipyridine-1'-oxide), NCCCO (3-amino-propan-1-ol). Procedure: The procedure of Example 7 is followed to react and work up 5 g 2-chloro-3-cyano-5,4'-bipyridine-1'-oxide and 8 ml 3-amino-propan-1-ol. The product is recrystallized from ethanol/water. Yield: 4.87 g (78.4% of the theoretical yield), with a melting point of 141° C.-143° C. Reaction SMILES: [Cl:1][C:2]1[C:11]2[C:6](=[N:7][C:8]([CH3:15])=[C:9]([O:12][CH2:13][CH3:14])[CH:10]=2)[N:5]=[CH:4][C:3]=1[C:16]([O:18][CH2:19][CH3:20])=[O:17].[NH2:21][C:22]1[C:23]([OH:29])=[N:24][C:25]([OH:28])=[N:26][CH:27]=1>>[OH2:12].[OH2:28].[ClH:1].[OH:28][C:25]1[N:24]=[C:23]([OH:29])[C:22]([NH:21][C:2]2[C:11]3[C:6](=[N:7][C:8]([CH3:15])=[C:9]([O:12][CH2:13][CH3:14])[CH:10]=3)[N:5]=[CH:4][C:3]=2[C:16]([O:18][CH2:19][CH3:20])=[O:17])=[CH:27][N:26]=1.[CH2:19]([O:18][C:16]([C:3]1[CH:4]=[N:5][C:6]2[C:11]([C:2]=1[NH:21][C:22]1[C:23]([OH:29])=[N:24][C:25]([OH:28])=[N:26][CH:27]=1)=[CH:10][C:9]([O:12][CH2:13][CH3:14])=[C:8]([CH3:15])[N:7]=2)=[O:17])[CH3:20].[OH2:12].[OH2:12] |f:2.3.4.5.6.7.8|. Reaction conditions: temperature 0 celsius. Reported procedure: A mixture of ethyl 4-chloro-6-ethoxy-7-methyl-1,8-naphthyridine-3-carboxylate (2.0 g), 5-aminopyrimidine-2,4-diol (0.86 g) and IMS (25 ml) was boiled under reflux for 3 hours. The mixture was concentrated to approximately 15 ml, then cooled at 0° C. The mixture was filtered to give ethyl 4-(2,4-dihydroxy-5-pyrimidinylamino)-6-ethoxy-7-methyl-1,8-naphthyridine-3-carboxylate hemihydrochloride dihydrate, m.p. 250° C. Active (1/1) at 30 mg/kg. The product is O.O.Cl.OC1=NC=C(C(=N1)O)NC1=C(C=NC2=NC(=C(C=C12)OCC)C)C(=O)OCC.C(C)OC(=O)C=1C=NC2=NC(=C(C=C2C1NC=1C(=NC(=NC1)O)O)OCC)C.O.O (ethyl 4-(2,4-dihydroxy-5-pyrimidinylamino)-6-ethoxy-7-methyl-1,8-naphthyridine-3-carboxylate hemihydrochloride dihydrate). Starting materials: ClC1=C(C=NC2=NC(=C(C=C12)OCC)C)C(=O)OCC (ethyl 4-chloro-6-ethoxy-7-methyl-1,8-naphthyridine-3-carboxylate), NC=1C(=NC(=NC1)O)O (5-aminopyrimidine-2,4-diol). Solvent: IMS. Reactants: CC(=O)Cl, CC(C)(C)OC(=O)N1CCc2nc(N)sc2C1, O, c1ccncc1. The product is CC(=O)Nc1nc2c(s1)CN(C(=O)OC(C)(C)C)CC2. Reaction SMILES: [CH3:18][C:19]([Cl:20])=[O:21].[NH2:1][c:2]1[s:3][c:4]2[c:9]([n:10]1)[CH2:8][CH2:7][N:6]([C:11](=[O:12])[O:13][C:14]([CH3:15])([CH3:16])[CH3:17])[CH2:5]2.[OH2:22].[cH:23]1[cH:24][cH:25][n:26][cH:27][cH:28]1>>[NH:1]([c:2]1[s:3][c:4]2[c:9]([n:10]1)[CH2:8][CH2:7][N:6]([C:11](=[O:12])[O:13][C:14]([CH3:15])([CH3:16])[CH3:17])[CH2:5]2)[C:19]([CH3:18])=[O:21]. The reactants are C1(=CC=CC=C1)B(O)O (phenylboronic acid), C(C)(C)(C)OC(=O)N1CCC2=C(CC1)N=NC(=C2)Cl (3-chloro-5,6,8,9-tetrahydro-1,2,7-triaza-benzocycloheptene-7-carboxylic acid tert-butyl ester), 1,1′-bis(diphenyl-phosphinoferrocene)palladium(II)dichloride. The solvent is O1CCOCC1 (dioxane), O1CCOCC1 (dioxane), O (water). Reaction conditions: temperature 90 celsius. The product is C(C)(C)(C)OC(=O)N1CCC2=C(CC1)N=NC(=C2)C2=CC=CC=C2 (3-phenyl-5,6,8,9-tetrahydro-1,2,7-triaza-benzocycloheptene-7-carboxylic acid tert-butyl ester). Yield: 149.9%. Reaction SMILES: [C:1]1(B(O)O)[CH:6]=[CH:5][CH:4]=[CH:3][CH:2]=1.[C:10]([O:14][C:15]([N:17]1[CH2:23][CH2:22][C:21]2[N:24]=[N:25][C:26](Cl)=[CH:27][C:20]=2[CH2:19][CH2:18]1)=[O:16])([CH3:13])([CH3:12])[CH3:11]>O1CCOCC1.O>[C:10]([O:14][C:15]([N:17]1[CH2:23][CH2:22][C:21]2[N:24]=[N:25][C:26]([C:1]3[CH:6]=[CH:5][CH:4]=[CH:3][CH:2]=3)=[CH:27][C:20]=2[CH2:19][CH2:18]1)=[O:16])([CH3:13])([CH3:11])[CH3:12]. Procedure details: 5 g phenylboronic acid in 30 mL dioxane was added to 3.2 g 3-chloro-5,6,8,9-tetrahydro-1,2,7-triaza-benzocycloheptene-7-carboxylic acid tert-butyl ester and 388 mg (1,1′-bis(diphenyl-phosphinoferrocene)palladium(II)dichloride in 50 mL dioxane under argon. The reaction was stirred at 90° C. over night. The mixture was cooled to RT diluted with water and extracted with ethyl acetate. The organic layer was washed with aqueous sodium hydroxide and brine. The solvent was removed and the precipitate w... Starting materials: [Na+], C1COCCO1, [OH-], COC(=O)c1cc(NC2c3ccccc3CC2O)c2nc(C)c(C)n2c1. Product: Cc1nc2c(NC3c4ccccc4CC3O)cc(C(=O)O)cn2c1C. Reaction SMILES: [Na+:28].[O:29]1[CH2:30][CH2:31][O:32][CH2:33][CH2:34]1.[OH-:27].[OH:1][CH:2]1[CH:3]([NH:11][c:12]2[c:13]3[n:14]([cH:15][c:16]([C:18](=[O:19])[O:20][CH3:21])[cH:17]2)[c:22]([CH3:26])[c:23]([CH3:25])[n:24]3)[c:4]2[cH:5][cH:6][cH:7][cH:8][c:9]2[CH2:10]1>>[OH:1][CH:2]1[CH:3]([NH:11][c:12]2[c:13]3[n:14]([cH:15][c:16]([C:18](=[O:19])[OH:20])[cH:17]2)[c:22]([CH3:26])[c:23]([CH3:25])[n:24]3)[c:4]2[cH:5][cH:6][cH:7][cH:8][c:9]2[CH2:10]1. Starting materials: ClC[Si](C1=CC=CC=C1)(C)OC(C)(C)C (chloromethyl(1,1-dimethylethoxy)methyl(phenyl)silane), [Na].N1C=NC=C1 (imidazole sodium salt), O (water). Solvent: CN(C=O)C (dimethylformamide). Conditions: time 3 hour. Yields the product CC(C)(O[Si](C1=CC=CC=C1)(C)CN1C=NC=C1)C ((1,1-Dimethylethoxy)(1H-imidazol-1-ylmethyl)methyl(phenyl)silane). Yield: 92.3%. As a reaction SMILES: Cl[CH2:2][Si:3]([O:11][C:12]([CH3:15])([CH3:14])[CH3:13])([CH3:10])[C:4]1[CH:9]=[CH:8][CH:7]=[CH:6][CH:5]=1.[Na].[NH:17]1[CH:21]=[CH:20][N:19]=[CH:18]1.O>CN(C)C=O>[CH3:13][C:12]([CH3:15])([O:11][Si:3]([CH2:2][N:17]1[CH:21]=[CH:20][N:19]=[CH:18]1)([CH3:10])[C:4]1[CH:9]=[CH:8][CH:7]=[CH:6][CH:5]=1)[CH3:14] |f:1.2,^1:15|. Procedure: A mixture of 3.6 g (0.015 mol) of chloromethyl(1,1-dimethylethoxy)methyl(phenyl)silane and 1.3 g (0.015 mol) of imidazole sodium salt in 10 ml of dimethylformamide was stirred at 50° for 3 hours, allowed to stand at room temperature for 72 hours, poured into water, and extracted with ether. The ether extracts were washed three times with water and once with brine, dried over magnesium sulfate, and evaporated to leave 3.8 g of an oil. Impurities were removed by Kugelrohr distillation at 90° (airb...